describe an organic reaction: reactants, conditions, products, and yield From a dataset of the Open Reaction Database (ORD), a public repository of structured organic reaction records. Starting materials: C(C1=CC=CC=C1)OC(=O)[C@@H](C)C=1C=C(C=CC1)NC(NCC(=O)N1[C@@H](S[C@H]([C@@H]1C1=CC=CC=C1)C(=O)O)C(=O)OC(C)(C)C)=O ((2S,4S,5R)-3-{2-{3-[(S)-3-(1-benzyloxycarbonylethyl)phenyl]ureido}acetyl}-2-tert-butoxycarbonyl-4-phenyl-5-thiazolidinecarboxylic acid), solid, C(=O)[O-].[NH4+] (ammonium formate). Reagents/catalysts: [Pd] (palladium-on-charcoal). Solvent: CO (MeOH). Yields the product C(C)(C)(C)OC(=O)[C@@H]1S[C@H]([C@@H](N1C(CNC(NC=1C=C(C=CC1)C(C(=O)O)C)=O)=O)C1=CC=CC=C1)C(=O)O (2-{3-{3-[2-((2S,4S,5R)-2-tert-butoxycarbonyl-5-carboxy-4-phenyl-3-thiazolidinyl)-2-oxoethyl]ureido}phenyl}propionic acid). Yield: 42.1%. As a reaction SMILES: C([O:8][C:9]([C@H:11]([C:13]1[CH:14]=[C:15]([NH:19][C:20](=[O:46])[NH:21][CH2:22][C:23]([N:25]2[C@@H:29]([C:30]3[CH:35]=[CH:34][CH:33]=[CH:32][CH:31]=3)[C@H:28]([C:36]([OH:38])=[O:37])[S:27][C@H:26]2[C:39]([O:41][C:42]([CH3:45])([CH3:44])[CH3:43])=[O:40])=[O:24])[CH:16]=[CH:17][CH:18]=1)[CH3:12])=[O:10])C1C=CC=CC=1.C([O-])=O.[NH4+]>[Pd].CO>[C:42]([O:41][C:39]([C@H:26]1[N:25]([C:23](=[O:24])[CH2:22][NH:21][C:20](=[O:46])[NH:19][C:15]2[CH:14]=[C:13]([CH:11]([CH3:12])[C:9]([OH:10])=[O:8])[CH:18]=[CH:17][CH:16]=2)[C@@H:29]([C:30]2[CH:35]=[CH:34][CH:33]=[CH:32][CH:31]=2)[C@H:28]([C:36]([OH:38])=[O:37])[S:27]1)=[O:40])([CH3:43])([CH3:44])[CH3:45] |f:1.2|. Procedure: The process is performed as in Example 4, but starting with 0.58 g of (2S,4S,5R)-3-{2-{3-[(S)-3-(1-benzyloxycarbonylethyl)phenyl]ureido}acetyl}-2-tert-butoxycarbonyl-4-phenyl-5-thiazolidinecarboxylic acid, 0.34 g of ammonium formate and 0.6 g of 10% palladium-on-charcoal. 0.21 g of 2-{3-{3-[2-((2S,4S,5R)-2-tert-butoxycarbonyl-5-carboxy-4-phenyl-3-thiazolidinyl)-2-oxoethyl]ureido}phenyl}propionic acid is thus obtained in the form of a white solid melting at 142° C., [α]D25 =+24.5°±0.6° (c=1.01; M... Starting materials: CC1(C)OC(c2ccc(C#N)cc2)=C(Br)C1=O, O=C([O-])[O-], CC1(C)OB(c2ccc(OCc3ccccc3)cc2)OC1(C)C, Cc1ccccc1, [Cs+], [Cs+], O. Yields the product CC1(C)OC(c2ccc(C#N)cc2)=C(c2ccc(OCc3ccccc3)cc2)C1=O. As a reaction SMILES: [Br:1][C:2]1=[C:3]([c:10]2[cH:11][cH:12][c:13]([C:14]#[N:15])[cH:16][cH:17]2)[O:4][C:5]([CH3:8])([CH3:9])[C:6]1=[O:7].[C:41](=[O:42])([O-:43])[O-:44].[CH2:18]([c:19]1[cH:20][cH:21][cH:22][cH:23][cH:24]1)[O:25][c:26]1[cH:27][cH:28][c:29]([B:32]2[O:33][C:34]([CH3:35])([CH3:36])[C:37]([CH3:38])([CH3:39])[O:40]2)[cH:30][cH:31]1.[CH3:47][c:48]1[cH:49][cH:50][cH:51][cH:52][cH:53]1.[Cs+:45].[Cs+:46].[OH2:54]>>[C:2]1([c:29]2[cH:28][cH:27][c:26]([O:25][CH2:18][c:19]3[cH:20][cH:21][cH:22][cH:23][cH:24]3)[cH:31][cH:30]2)=[C:3]([c:10]2[cH:11][cH:12][c:13]([C:14]#[N:15])[cH:16][cH:17]2)[O:4][C:5]([CH3:8])([CH3:9])[C:6]1=[O:7]. Starting materials: C(#N)[BH3-].[Na+] (sodium cyanoborohydride), C1(CCC1)[C@@H](C1=CC(=CC=C1)F)NC(=O)C1=C(N(C(C=C1C)=O)N)C (1-amino-2,4-dimethyl-6-oxo-1,6-dihydro-pyridine-3-carboxylic acid [(S)-cyclobutyl-(3-fluoro-phenyl)-methyl]-amide), C(CC)=O (propionaldehyde), C(C)(=O)O (acetic acid). The yield is 34.0%. Reaction SMILES: [CH:1]1([C@H:5]([NH:13][C:14]([C:16]2[C:21]([CH3:22])=[CH:20][C:19](=[O:23])[N:18]([NH2:24])[C:17]=2[CH3:25])=[O:15])[C:6]2[CH:11]=[CH:10][CH:9]=[C:8]([F:12])[CH:7]=2)[CH2:4][CH2:3][CH2:2]1.[CH:26](=O)[CH2:27][CH3:28].C(O)(=O)C.C([BH3-])#N.[Na+]>CO>[CH:1]1([C@H:5]([NH:13][C:14]([C:16]2[C:21]([CH3:22])=[CH:20][C:19](=[O:23])[N:18]([NH:24][CH2:26][CH2:27][CH3:28])[C:17]=2[CH3:25])=[O:15])[C:6]2[CH:11]=[CH:10][CH:9]=[C:8]([F:12])[CH:7]=2)[CH2:4][CH2:3][CH2:2]1 |f:3.4|. Product: C1(CCC1)[C@@H](C1=CC(=CC=C1)F)NC(=O)C1=C(N(C(C=C1C)=O)NCCC)C (2,4-Dimethyl-6-oxo-1-propylamino-1,6-dihydro-pyridine-3-carboxylic acid [(S)-cyclobutyl-(3-fluoro-phenyl)-methyl]-amide). Conditions: time 3 day. Procedure: To a mixture of 1-amino-2,4-dimethyl-6-oxo-1,6-dihydro-pyridine-3-carboxylic acid [(S)-cyclobutyl-(3-fluoro-phenyl)-methyl]-amide (415 mg, 1.21 mmol), propionaldehyde (0.52 mL, 7.3 mmol) and acetic acid (0.5 mL, 9 mmol) in methanol (10 mL) was added sodium cyanoborohydride (0.27 g, 4.2 mmol) and the mixture was stirred under argon atmosphere for 3 days at room temperature. The crude reaction mixture was concentrated in vacuo, diluted with H2O (30 mL) and extracted with dichloromethane (3×30 mL).... Solvent: CO (methanol). The reactants are CC=1C(=C(C(=O)O)C=CN1)[N+](=O)[O-] (2-methyl-3-nitroisonicotinic acid), [NH4+].[OH-] (NH4OH). Run in S(=O)(Cl)Cl (thionyl chloride). Product: CC=1C(=C(C(=O)N)C=CN1)[N+](=O)[O-] (2-methyl-3-nitroisonicotinamide). As a reaction SMILES: [CH3:1][C:2]1[C:3]([N+:11]([O-:13])=[O:12])=[C:4]([CH:8]=[CH:9][N:10]=1)[C:5](O)=[O:6].[NH4+:14].[OH-]>S(Cl)(Cl)=O>[CH3:1][C:2]1[C:3]([N+:11]([O-:13])=[O:12])=[C:4]([CH:8]=[CH:9][N:10]=1)[C:5]([NH2:14])=[O:6] |f:1.2|. Reported procedure: A mixture of 0.5 g 2-methyl-3-nitroisonicotinic acid and 20 ml of thionyl chloride was refluxed gently for 30 min. and the excess thionyl chloride was removed in vacuo to leave an oil, which was treated with conc. NH4OH under cooling for 20 min. and extracted with EtOAc. The extract was washed with water and dried, the solvent was removed to give an oil, which was purified over silica gel to yield 0.2 g of 2-methyl-3-nitroisonicotinamide, mp 203° - 204° C. RXN SMILES: [C:1]([CH3:2])([CH3:3])([CH3:4])[O:5][C:6]([C:7]([CH3:8])([CH3:9])[S:10][c:11]1[s:12][cH:13][c:14]([CH2:16][CH2:17][N:18]([c:19]2[cH:20][cH:21][c:22]([N+:25](=[O:26])[O-:27])[cH:23][cH:24]2)[CH2:28][CH2:29][CH2:30][CH2:31][CH2:32][CH2:33][CH3:34])[n:15]1)=[O:35].[Cl:43][CH2:44][Cl:45].[OH:36][C:37]([C:38]([F:39])([F:40])[F:41])=[O:42]>>[O:5]=[C:6]([C:7]([CH3:8])([CH3:9])[S:10][c:11]1[s:12][cH:13][c:14]([CH2:16][CH2:17][N:18]([c:19]2[cH:20][cH:21][c:22]([N+:25](=[O:26])[O-:27])[cH:23][cH:24]2)[CH2:28][CH2:29][CH2:30][CH2:31][CH2:32][CH2:33][CH3:34])[n:15]1)[OH:35]. Reactants: CCCCCCCN(CCc1csc(SC(C)(C)C(=O)OC(C)(C)C)n1)c1ccc([N+](=O)[O-])cc1, ClCCl, O=C(O)C(F)(F)F. The product is CCCCCCCN(CCc1csc(SC(C)(C)C(=O)O)n1)c1ccc([N+](=O)[O-])cc1. Reactants: CN(C)S(=O)(=O)Cl, CCOC(C)=O, CCN(C(C)C)C(C)C, COc1ccc(C(=O)c2sc(NC3CCNCC3)nc2N)cc1F. Yields the product COc1ccc(C(=O)c2sc(NC3CCN(S(=O)(=O)N(C)C)CC3)nc2N)cc1F. RXN SMILES: [CH3:25][N:26]([S:27](=[O:28])(=[O:29])[Cl:30])[CH3:31].[CH3:41][CH2:42][O:43][C:44](=[O:45])[CH3:46].[CH:32]([N:33]([CH:34]([CH3:35])[CH3:36])[CH2:37][CH3:38])([CH3:39])[CH3:40].[NH2:1][c:2]1[n:3][c:4]([NH:18][CH:19]2[CH2:20][CH2:21][NH:22][CH2:23][CH2:24]2)[s:5][c:6]1[C:7](=[O:8])[c:9]1[cH:10][c:11]([F:17])[c:12]([O:15][CH3:16])[cH:13][cH:14]1>>[NH2:1][c:2]1[n:3][c:4]([NH:18][CH:19]2[CH2:20][CH2:21][N:22]([S:27]([N:26]([CH3:25])[CH3:31])(=[O:28])=[O:29])[CH2:23][CH2:24]2)[s:5][c:6]1[C:7](=[O:8])[c:9]1[cH:10][c:11]([F:17])[c:12]([O:15][CH3:16])[cH:13][cH:14]1. Starting materials: C(C)O (ethanol), C=1C=CC2=C(C1)C=CC=3C=CC=CC3N2C(=O)N (carbamazepine), C(C1=CN=CC=C1)(=O)N (nicotinamide), CO (methanol). Solvent: CS(=O)C (DMSO). The product is C=1C=CC2=C(C1)C=CC=3C=CC=CC3N2C(=O)N.C(C1=CN=CC=C1)(=O)N (carbamazepine nicotinamide). Reaction SMILES: [CH:1]1[CH:2]=[CH:3][C:4]2[N:15]([C:16]([NH2:18])=[O:17])[C:14]3[CH:13]=[CH:12][CH:11]=[CH:10][C:9]=3[CH:8]=[CH:7][C:5]=2[CH:6]=1.[C:19]([NH2:27])(=[O:26])[C:20]1[CH:25]=[CH:24][CH:23]=[N:22][CH:21]=1.CO.C(O)C>CS(C)=O>[CH:11]1[CH:12]=[CH:13][C:14]2[N:15]([C:16]([NH2:18])=[O:17])[C:4]3[CH:3]=[CH:2][CH:1]=[CH:6][C:5]=3[CH:7]=[CH:8][C:9]=2[CH:10]=1.[C:19]([NH2:27])(=[O:26])[C:20]1[CH:25]=[CH:24][CH:23]=[N:22][CH:21]=1 |f:5.6|. Procedure: 25 mg (0.1058 mmol) carbamazepine and 12 mg (0.0982 mmol) nicotinamide were dissolved in 4 mL of DMSO, methanol or ethanol. Slow evaporation of the solvent yielded colorless needles of a 1:1 carbamazepine/nicotinamide co-crystal, as shown in FIG. 51.